This data is from the Open Reaction Database (ORD), a public repository of structured organic reaction records. The task is: describe an organic reaction: reactants, conditions, products, and yield Starting materials: NC=1C=C(C(=O)O)C=CC1NCCC (3-amino-4-(propylamino)-benzoic acid), Cl.C(C)C(OCC)=N (ethyl ethanecarboximidate hydrochloride). The solvent is C(C)(=O)O (acetic acid). Reaction conditions: time 10 minute. The product is CC1=NC2=C(N1CCC)C=CC(=C2)C(=O)O (2-methyl-1-propyl-1H-benzimidazole-5-carboxylic acid). RXN SMILES: [NH2:1][C:2]1[CH:3]=[C:4]([CH:8]=[CH:9][C:10]=1[NH:11][CH2:12][CH2:13][CH3:14])[C:5]([OH:7])=[O:6].Cl.[CH2:16](C(=N)OCC)[CH3:17]>C(O)(=O)C>[CH3:16][C:17]1[N:11]([CH2:12][CH2:13][CH3:14])[C:10]2[CH:9]=[CH:8][C:4]([C:5]([OH:7])=[O:6])=[CH:3][C:2]=2[N:1]=1 |f:1.2|. Reported procedure: A mixture of 4.5 parts of 3-amino-4-(propylamino)-benzoic acid, 2.6 parts of ethyl ethanecarboximidate hydrochloride and 50 parts of acetic acid is stirred first for 20 minutes at room temperature and further for 10 minutes at reflux. The reaction mixture is evaporated. The residue is crystallized from 2-propanol. The product is filtered off, washed with water and 2-propanol and dried, yielding 1.8 parts of 2-methyl-1-propyl-1H-benzimidazole-5-carboxylic acid; mp.<260° C. The reactants are CCc1sc(C(=O)CCc2cc(C)c(CCCO)c(C)c2)c2c1CC(C)(C)CC2, CS(=O)(=O)Cl, CCN(C(C)C)C(C)C, ClCCl. Product: CCc1sc(C(=O)CCc2cc(C)c(CCCOS(C)(=O)=O)c(C)c2)c2c1CC(C)(C)CC2. As a reaction SMILES: [CH2:1]([CH3:2])[c:3]1[c:4]2[c:5]([c:6]([C:8]([CH2:9][CH2:10][c:11]3[cH:12][c:13]([CH3:22])[c:14]([CH2:18][CH2:19][CH2:20][OH:21])[c:15]([CH3:17])[cH:16]3)=[O:23])[s:7]1)[CH2:24][CH2:25][C:26]([CH3:28])([CH3:29])[CH2:27]2.[CH3:39][S:40](=[O:41])(=[O:42])[Cl:43].[CH:30]([N:31]([CH2:32][CH3:33])[CH:34]([CH3:35])[CH3:36])([CH3:37])[CH3:38].[Cl:44][CH2:45][Cl:46]>>[CH2:1]([CH3:2])[c:3]1[c:4]2[c:5]([c:6]([C:8]([CH2:9][CH2:10][c:11]3[cH:12][c:13]([CH3:22])[c:14]([CH2:18][CH2:19][CH2:20][O:21][S:40]([CH3:39])(=[O:41])=[O:42])[c:15]([CH3:17])[cH:16]3)=[O:23])[s:7]1)[CH2:24][CH2:25][C:26]([CH3:28])([CH3:29])[CH2:27]2. The reactants are COC1=CC=C(CCl)C=C1 (4-methoxybenzyl chloride), C([O-])([O-])=O.[K+].[K+] (potassium carbonate), OC=1C=C(C(=O)O)C=CC1O (3,4-Dihydroxybenzoic acid). Run in CN(C=O)C (N,N-dimethylformamide). Conditions: temperature 60 celsius, time 8 hour. Product: COC1=CC=C(COC=2C=C(C(=O)OCC3=CC=C(C=C3)OC)C=CC2OCC2=CC=C(C=C2)OC)C=C1 (4-Methoxybenzyl 3,4-bis(4-methoxybenzyloxy)benzoate). The yield is 125.9%. RXN SMILES: [OH:1][C:2]1[CH:3]=[C:4]([CH:8]=[CH:9][C:10]=1[OH:11])[C:5]([OH:7])=[O:6].[CH3:12][O:13][C:14]1[CH:21]=[CH:20][C:17]([CH2:18]Cl)=[CH:16][CH:15]=1.[C:22](=[O:25])([O-])[O-].[K+].[K+]>CN(C)C=O>[CH3:12][O:13][C:14]1[CH:21]=[CH:20][C:17]([CH2:18][O:1][C:2]2[CH:3]=[C:4]([CH:8]=[CH:9][C:10]=2[O:11][CH2:5][C:4]2[CH:8]=[CH:9][C:10]([O:25][CH3:22])=[CH:2][CH:3]=2)[C:5]([O:7][CH2:18][C:17]2[CH:20]=[CH:21][C:14]([O:13][CH3:12])=[CH:15][CH:16]=2)=[O:6])=[CH:16][CH:15]=1 |f:2.3.4|. Reported procedure: 3,4-Dihydroxybenzoic acid (3.08 g, 0.02 mol) was dissolved in N,N-dimethylformamide (50 ml) and treated with 4-methoxybenzyl chloride (10 ml, 0.07 mol) and potassium carbonate (10 g, 0.07 mol). The mixture was warmed to 60° C. for 6 h and then stirred overnight. The mixture was partitioned between water and ethyl acetate. The organic phase was washed exhaustively with water and then the product was purified on silica gel 60 eluting with mixtures of ethyl acetate and hexane to give the title comp...